From a dataset of the Open Reaction Database (ORD), a public repository of structured organic reaction records. describe an organic reaction: reactants, conditions, products, and yield Starting materials: SCc1ccccc1, COC1=CN(Cl)NC=C1, CS(C)=O, [Cl-], [H-], [NH4+], [Na+]. Yields the product COC1=CN(SCc2ccccc2)NC=C1. As a reaction SMILES: [CH2:3]([c:4]1[cH:5][cH:6][cH:7][cH:8][cH:9]1)[SH:10].[CH3:11][O:12][C:13]1=[CH:14][N:15]([Cl:19])[NH:16][CH:17]=[CH:18]1.[CH3:22][S:23](=[O:24])[CH3:25].[Cl-:20].[H-:1].[NH4+:21].[Na+:2]>>[CH2:3]([c:4]1[cH:5][cH:6][cH:7][cH:8][cH:9]1)[S:10][N:15]1[CH:14]=[C:13]([O:12][CH3:11])[CH:18]=[CH:17][NH:16]1. As a reaction SMILES: [CH2:40]1[O:41][CH2:42][CH2:43][CH2:44]1.[CH3:1][O:2][C:3]([CH:4]([CH2:5][NH:6][C:7](=[O:8])[c:9]1[s:10][cH:11][cH:12][cH:13]1)[NH:14][C:15](=[O:16])[c:17]1[s:18][c:19]([C:24]([NH:25][CH2:26][c:27]2[cH:28][c:29]([OH:33])[cH:30][cH:31][cH:32]2)=[O:34])[cH:20][c:21]1[C:22]#[N:23])=[O:35].[ClH:39].[Li+:38].[OH-:37].[OH2:36].[OH2:45]>>[O:2]=[C:3]([CH:4]([CH2:5][NH:6][C:7](=[O:8])[c:9]1[s:10][cH:11][cH:12][cH:13]1)[NH:14][C:15](=[O:16])[c:17]1[s:18][c:19]([C:24]([NH:25][CH2:26][c:27]2[cH:28][c:29]([OH:33])[cH:30][cH:31][cH:32]2)=[O:34])[cH:20][c:21]1[C:22]#[N:23])[OH:35]. The reactants are C1CCOC1, COC(=O)C(CNC(=O)c1cccs1)NC(=O)c1sc(C(=O)NCc2cccc(O)c2)cc1C#N, Cl, [Li+], [OH-], O, O. Yields the product N#Cc1cc(C(=O)NCc2cccc(O)c2)sc1C(=O)NC(CNC(=O)c1cccs1)C(=O)O. Reactants: ClC1=C2C3=C(C(NC2=NC=C1)=O)C=CC=C3 (1-Chloro-5H-benzo[c][1,8]naphthyridin-6-one), NC1=CC=C(C=C1)CC(=O)OC (methyl 2-(4-aminophenyl)acetate), Cl (HCl), methyl ester, [Li+].[OH-] (LiOH). Solvent: CN1CCCC1=O (NMP), O (H2O), C1CCOC1 (THF). Run at temperature 140 celsius, time 3 hour. The product is O=C1NC2=NC=CC(=C2C2=C1C=CC=C2)NC2=CC=C(C=C2)CC(=O)O (2-(4-(6-Oxo-5,6-dihydrobenzo[c][1,8]naphthyridin-1-ylamino)phenyl)acetic acid). The yield is 73.4%. As a reaction SMILES: Cl[C:2]1[CH:11]=[CH:10][N:9]=[C:8]2[C:3]=1[C:4]1[CH:16]=[CH:15][CH:14]=[CH:13][C:5]=1[C:6](=[O:12])[NH:7]2.[NH2:17][C:18]1[CH:23]=[CH:22][C:21]([CH2:24][C:25]([O:27]C)=[O:26])=[CH:20][CH:19]=1.Cl.[Li+].[OH-]>CN1C(=O)CCC1.C1COCC1.O>[O:12]=[C:6]1[C:5]2[CH:13]=[CH:14][CH:15]=[CH:16][C:4]=2[C:3]2[C:8](=[N:9][CH:10]=[CH:11][C:2]=2[NH:17][C:18]2[CH:19]=[CH:20][C:21]([CH2:24][C:25]([OH:27])=[O:26])=[CH:22][CH:23]=2)[NH:7]1 |f:3.4|. Procedure details: 83 (550 mg, 2.17 mmol), methyl 2-(4-aminophenyl)acetate (376 mg, 2.28 mmol), and HCl (0.65 mL, 2.17 mmol, 4.0 M in dioxane) were suspended in NMP (5 mL), and stirred for 3 h at 140° C. The reaction mixture was quenched with saturated aqueous NaHCO3 (100 mL), and stirred for 30 min. The resulting precipitate was filtered, washed with H2O, and dried under vacuum. The methyl ester intermediate (750 mg, 2.09 mmol) and LiOH (150 mg, 6.26 mmol) were dissolved in THF (4 mL) and H2O (4 mL), and stirred ... Reactants: C(C)(=O)O[C@@H]1C[C@H]2CC[C@H]3[C@]4(CC[C@@H]([C@@]4(C)CC[C@@H]3[C@]2(CC1)C)C)O (3β-acetoxy-14β-hydroxy-17β-methyl-5β-androstane), S(=O)(Cl)Cl (thionyl chloride). The solvent is Cl (HCl), N1=CC=CC=C1 (pyridine). Reaction conditions: time 2.5 hour. The product is C(C)(=O)O[C@@H]1C[C@H]2CC[C@H]3C4=CC[C@@H]([C@@]4(C)CC[C@@H]3[C@]2(CC1)C)C (3β-acetoxy-17β-methyl-5β-androst-14-ene). Isolated yield 94.9%. Reaction SMILES: [C:1]([O:4][C@H:5]1[CH2:22][CH2:21][C@@:20]2([CH3:23])[C@H:7]([CH2:8][CH2:9][C@@H:10]3[C@@H:19]2[CH2:18][CH2:17][C@@:15]2([CH3:16])[C@:11]3(O)[CH2:12][CH2:13][C@@H:14]2[CH3:24])[CH2:6]1)(=[O:3])[CH3:2].S(Cl)(Cl)=O>N1C=CC=CC=1.Cl>[C:1]([O:4][C@H:5]1[CH2:22][CH2:21][C@@:20]2([CH3:23])[C@H:7]([CH2:8][CH2:9][C@@H:10]3[C@@H:19]2[CH2:18][CH2:17][C@@:15]2([CH3:16])[C:11]3=[CH:12][CH2:13][C@@H:14]2[CH3:24])[CH2:6]1)(=[O:3])[CH3:2]. Reported procedure: To a solution of 5.0 g of 3β-acetoxy-14β-hydroxy-17β-methyl-5β-androstane (VIII-a) in pyridine (100 mL), 3.5 g of thionyl chloride were added at 0° C. The solution was stirred at the same temperature for 2.5 hrs and then poured in 100 mL of 1N HCl and crushed ice: the mixture was extracted with ethyl ether: the organic layer was washed with a saturated aqueous solution of disodium hydrogen phosphate, dried over anhydrous sodium sulfate and evaporated to dryness under reduced pressure to give 4.5... Starting materials: CS(C)=O, Oc1ccc(Cl)cc1, Clc1ccccc1, CN1C(=O)c2ccc([N+](=O)[O-])cc2C1=O, [Na+], [OH-], O. Product: CN1C(=O)c2ccc(-c3ccc(Cl)cc3)cc2C1=O. Reaction SMILES: [CH3:9][S:10]([CH3:11])=[O:12].[Cl:1][c:2]1[cH:3][cH:4][c:5]([OH:8])[cH:6][cH:7]1.[Cl:31][c:32]1[cH:33][cH:34][cH:35][cH:36][cH:37]1.[N+:15]([O-:16])(=[O:17])[c:18]1[cH:19][c:20]2[c:21]([cH:28][cH:29]1)[C:22](=[O:23])[N:24]([CH3:27])[C:25]2=[O:26].[Na+:14].[OH-:13].[OH2:30]>>[Cl:1][c:2]1[cH:3][cH:4][c:5](-[c:18]2[cH:19][c:20]3[c:21]([cH:28][cH:29]2)[C:22](=[O:23])[N:24]([CH3:27])[C:25]3=[O:26])[cH:6][cH:7]1. Starting materials: O=C([O-])O, CCN1C(=O)CCC1C(=O)O, CCN1CCOCC1, CCN=C=NCCCN(C)C, Cc1cccc(CN)c1C, ClCCl, Cl, [Na+]. Product: CCN1C(=O)CCC1C(=O)NCc1cccc(C)c1C. As a reaction SMILES: [C:42](=[O:43])([O-:44])[OH:45].[CH2:1]([CH3:2])[N:3]1[CH:4]([C:5](=[O:6])[OH:7])[CH2:8][CH2:9][C:10]1=[O:11].[CH2:24]([N:25]1[CH2:26][CH2:27][O:28][CH2:29][CH2:30]1)[CH3:31].[CH3:13][N:14]([CH3:15])[CH2:16][CH2:17][CH2:18][N:19]=[C:20]=[N:21][CH2:22][CH3:23].[CH3:32][c:33]1[c:34]([CH2:35][NH2:36])[cH:37][cH:38][cH:39][c:40]1[CH3:41].[Cl:47][CH2:48][Cl:49].[ClH:12].[Na+:46]>>[CH2:1]([CH3:2])[N:3]1[CH:4]([C:5](=[O:7])[NH:36][CH2:35][c:34]2[c:33]([CH3:32])[c:40]([CH3:41])[cH:39][cH:38][cH:37]2)[CH2:8][CH2:9][C:10]1=[O:11]. The reactants are CO, ClCCl, COC(=O)C(F)(F)CC(=O)[O-], C1CCOC1. Yields the product COC(=O)C(F)(F)CCO. Reaction SMILES: [CH3:12][OH:13].[Cl:14][CH2:15][Cl:16].[F:1][C:2]([C:3](=[O:4])[O:5][CH3:6])([CH2:7][C:8](=[O:9])[O-:10])[F:11].[O:17]1[CH2:18][CH2:19][CH2:20][CH2:21]1>>[F:1][C:2]([C:3](=[O:4])[O:5][CH3:6])([CH2:7][CH2:8][OH:9])[F:11]. Reactants: C(C)OC(=O)[C@@H]1CC[C@H](CC1)O (trans-4-hydroxycyclohexane carboxylic acid ethyl ester), di-tort-butyl dicarbonate, Cl(=O)(=O)(=O)[O-].[Mg+2].Cl(=O)(=O)(=O)[O-] (magnesium perchlorate). The solvent is ClCCl (dichloromethane). Reaction conditions: temperature 40 celsius, time 1 hour. Product: C(C)OC(=O)[C@@H]1CC[C@H](CC1)OC(C)(C)C (trans-4-tert-butoxy-cyclohexanecarboxylic acid ethyl ester), C(C)OC(=O)[C@@H]1CC[C@@H](CC1)OC(C)(C)C (cis-4-tert-butoxy-cyclohexanecarboxylic acid ethyl ester). As a reaction SMILES: [CH2:1]([O:3][C:4]([C@H:6]1[CH2:11][CH2:10][C@H:9]([OH:12])[CH2:8][CH2:7]1)=[O:5])[CH3:2].Cl([O-])(=O)(=O)=O.[Mg+2].Cl([O-])(=O)(=O)=O>ClCCl>[CH2:1]([O:3][C:4]([C@H:6]1[CH2:11][CH2:10][C@H:9]([O:12][C:6]([CH3:11])([CH3:7])[CH3:4])[CH2:8][CH2:7]1)=[O:5])[CH3:2].[CH2:1]([O:3][C:4]([C@H:6]1[CH2:11][CH2:10][C@@H:9]([O:12][C:6]([CH3:11])([CH3:7])[CH3:4])[CH2:8][CH2:7]1)=[O:5])[CH3:2] |f:1.2.3|. Procedure details: To a solution of cis/trans-4-hydroxycyclohexane carboxylic acid ethyl ester (2:1) (1.0 g, 5.8 mmol) and di-tort-butyl dicarbonate (2.9 g, 13.4 mmol) in dichloromethane (6 ml) was added anhydrous magnesium perchlorate (0.13 g, 0.58 mmol) which was previously activated in high vacuo (ca. 1 mbar) at 150° C. for 1 h. Stirring for 16 h at 40° C. was followed by partitioning between dichloromethane (50 ml) and water (30 ml). The layers were separated. The aqueous layer was extracted with one 50-ml por... Starting materials: ONC(C1=CC(=C(C=C1)OC(C)C)I)=N (N-Hydroxy-3-iodo-4-isopropoxybenzimidamide), C(CCl)Cl (EDC), CCCC[N+](CCCC)(CCCC)CCCC.[F-] (TBAF), ClC=1C=C(C(=O)O)C=CC1OCCC (3-chloro-4-propoxybenzoic acid). Solvent: CN(C)C=O (DMF), C1CCOC1 (THF), O (H2O). Reaction conditions: temperature 110 celsius, time 2.5 hour. The product is ClC=1C=C(C=CC1OCCC)C1=NC(=NO1)C1=CC(=C(C=C1)OC(C)C)I (5-(3-Chloro-4-propoxyphenyl)-3-(3-iodo-4-isopropoxyphenyl)-1,2,4-oxadiazole). Isolated yield 47.4%. Reaction SMILES: [Cl:1][C:2]1[CH:3]=[C:4]([CH:8]=[CH:9][C:10]=1[O:11][CH2:12][CH2:13][CH3:14])[C:5]([OH:7])=O.O[NH:16][C:17](=[NH:29])[C:18]1[CH:23]=[CH:22][C:21]([O:24][CH:25]([CH3:27])[CH3:26])=[C:20]([I:28])[CH:19]=1.C(Cl)CCl.CCCC[N+](CCCC)(CCCC)CCCC.[F-]>CN(C=O)C.C1COCC1.O>[Cl:1][C:2]1[CH:3]=[C:4]([C:5]2[O:7][N:16]=[C:17]([C:18]3[CH:23]=[CH:22][C:21]([O:24][CH:25]([CH3:26])[CH3:27])=[C:20]([I:28])[CH:19]=3)[N:29]=2)[CH:8]=[CH:9][C:10]=1[O:11][CH2:12][CH2:13][CH3:14] |f:3.4|. Reported procedure: A mixture of 3-chloro-4-propoxybenzoic acid (0.298 g, 0.93 mmol), the product of Step A (0.2 g, 0.93 mmol) and EDC (0.214 g, 1.1 mmol) in anhydrous DMF (3 ml) was stirred overnight at 45° C. 1 M TBAF in THF (0.3 ml) was added and this was stirred for 2.5 h at 110° C. The reaction mixture was diluted to 20 ml with H2O and extracted with EtOAc (2×15 ml). The organic layer was separated, dried over MgSO4 and filtered. The filtrate was distilled off and the residue was purified by FCC (SiO2, hexane/... Reactants: C(C)OC(=O)C1=NC=CC2=C(C=3N(C=4C=CC(=CC4C3C=C21)O)C)C (1-ethoxycarbonyl-5,6-dimethyl-9-hydroxy-6H-pyrido[4,3-b]carbazole), NCCN1CCCC1 (1-(2-aminoethyl)pyrrolidine). Reaction conditions: temperature 120 celsius. Product: N1(CCCC1)CCNC(=O)C1=NC=CC2=C(C=3N(C=4C=CC(=CC4C3C=C21)O)C)C (1-[N-(2-Pyrrolidin-1-ylethyl)aminocarbonyl]-5,6-dimethyl-9-hydroxy-6H-pyrido[4,3-b]carbazole). As a reaction SMILES: C(O[C:4]([C:6]1[C:22]2[C:10](=[C:11]([CH3:25])[C:12]3[N:13]([CH3:24])[C:14]4[CH:15]=[CH:16][C:17]([OH:23])=[CH:18][C:19]=4[C:20]=3[CH:21]=2)[CH:9]=[CH:8][N:7]=1)=[O:5])C.[NH2:26][CH2:27][CH2:28][N:29]1[CH2:33][CH2:32][CH2:31][CH2:30]1>>[N:29]1([CH2:28][CH2:27][NH:26][C:4]([C:6]2[C:22]3[C:10](=[C:11]([CH3:25])[C:12]4[N:13]([CH3:24])[C:14]5[CH:15]=[CH:16][C:17]([OH:23])=[CH:18][C:19]=5[C:20]=4[CH:21]=3)[CH:9]=[CH:8][N:7]=2)=[O:5])[CH2:33][CH2:32][CH2:31][CH2:30]1. Reported procedure: 0.4 g (1.198 mmol) of the ester obtained in Step A of Example 11 are dissolved in 7.5 ml of 1-(2-aminoethyl)pyrrolidine under an argon atmosphere. The mixture is heated at 120° C. for 16 hours.